From a dataset of the Open Reaction Database (ORD), a public repository of structured organic reaction records. describe an organic reaction: reactants, conditions, products, and yield Starting materials: CC(C)=O, NNc1cc2c(nn1)CCN(C(=O)CC(c1ccccc1)c1ccccc1)C2. Product: CC(C)=NNc1cc2c(nn1)CCN(C(=O)CC(c1ccccc1)c1ccccc1)C2. Reaction SMILES: [CH3:29][C:30]([CH3:31])=[O:32].[c:1]1([CH:7]([CH2:8][C:9](=[O:10])[N:11]2[CH2:12][c:13]3[c:14]([n:15][n:16][c:17]([NH:19][NH2:20])[cH:18]3)[CH2:21][CH2:22]2)[c:23]2[cH:24][cH:25][cH:26][cH:27][cH:28]2)[cH:2][cH:3][cH:4][cH:5][cH:6]1>>[c:1]1([CH:7]([CH2:8][C:9](=[O:10])[N:11]2[CH2:12][c:13]3[c:14]([n:15][n:16][c:17]([NH:19][N:20]=[C:30]([CH3:29])[CH3:31])[cH:18]3)[CH2:21][CH2:22]2)[c:23]2[cH:24][cH:25][cH:26][cH:27][cH:28]2)[cH:2][cH:3][cH:4][cH:5][cH:6]1. The reactants are FC1=CC=C(C=C1)C1=NOC(=C1COC1=NC=C(C(=O)O)C=C1)C (6-[3-(4-fluoro-phenyl)-5-methyl-isoxazol-4-ylmethoxy]-nicotinic acid), C1(CC1)CN (cyclopropanemethylamine). The product is C1(CC1)CNC(C1=CN=C(C=C1)OCC=1C(=NOC1C)C1=CC=C(C=C1)F)=O (N-Cyclopropylmethyl-6-[3-(4-fluoro-phenyl)-5-methyl-isoxazol-4-ylmethoxy]-nicotinamide). The yield is 65.0%. As a reaction SMILES: [F:1][C:2]1[CH:7]=[CH:6][C:5]([C:8]2[C:12]([CH2:13][O:14][C:15]3[CH:23]=[CH:22][C:18]([C:19]([OH:21])=O)=[CH:17][N:16]=3)=[C:11]([CH3:24])[O:10][N:9]=2)=[CH:4][CH:3]=1.[CH:25]1([CH2:28][NH2:29])[CH2:27][CH2:26]1>>[CH:25]1([CH2:28][NH:29][C:19](=[O:21])[C:18]2[CH:22]=[CH:23][C:15]([O:14][CH2:13][C:12]3[C:8]([C:5]4[CH:4]=[CH:3][C:2]([F:1])=[CH:7][CH:6]=4)=[N:9][O:10][C:11]=3[CH3:24])=[N:16][CH:17]=2)[CH2:27][CH2:26]1. Reported procedure: As described for example 105, 6-[3-(4-fluoro-phenyl)-5-methyl-isoxazol-4-ylmethoxy]-nicotinic acid (99 mg, 0.33 mmol) was converted, using cyclopropanemethylamine instead of 2,2,2-trifluoroethylamine, to the title compound (74 mg, 65%) which was obtained as a white solid. MS: m/e=382.4 [M+H]+. Reactants: CC1=CC=C(C=C1)C1=CC=C2C=C(NC2=C1)C(=O)OCC (ethyl 6-(4-methylphenyl)-1H-indole-2-carboxylate), [H-].[Na+] (sodium hydride), O (water), CI (methyl iodide). Solvent: CN(C)C=O (DMF). Conditions: time 15 minute. Yields the product CN1C(=CC2=CC=C(C=C12)C1=CC=C(C=C1)C)C(=O)OCC (ethyl 1-methyl-6-(4-methylphenyl)-1H-indole-2-carboxylate). RXN SMILES: [CH3:1][C:2]1[CH:7]=[CH:6][C:5]([C:8]2[CH:16]=[C:15]3[C:11]([CH:12]=[C:13]([C:17]([O:19][CH2:20][CH3:21])=[O:18])[NH:14]3)=[CH:10][CH:9]=2)=[CH:4][CH:3]=1.[H-].[Na+].[CH3:24]I.O>CN(C=O)C>[CH3:24][N:14]1[C:15]2[C:11](=[CH:10][CH:9]=[C:8]([C:5]3[CH:4]=[CH:3][C:2]([CH3:1])=[CH:7][CH:6]=3)[CH:16]=2)[CH:12]=[C:13]1[C:17]([O:19][CH2:20][CH3:21])=[O:18] |f:1.2|. Procedure details: Into a solution of ethyl 6-(4-methylphenyl)-1H-indole-2-carboxylate (0.9 g) in DMF (10 ml) was added at 0° C. sodium hydride (60%, 0.14 g), and the resulting mixture was stirred for 15 minutes. Into the reaction mixture was added methyl iodide (0.22 ml), and the resulting mixture was stirred at room temperature for 3 hours. The reaction mixture was mixed with water and was extracted with ethyl acetate. The organic layer was washed with an aqueous saturated solution of sodium chloride and was dri...